This data is from the Open Reaction Database (ORD), a public repository of structured organic reaction records. The task is: describe an organic reaction: reactants, conditions, products, and yield Starting materials: O1C(=CC=C1)CC(C(=O)[O-])=O (3-(furan-2-yl)-2-oxopropanoate), [OH-].[Na+] (NaOH), Cl (HCl). Reaction conditions: temperature 90 celsius, time 5 minute. Yields the product O1C(=CC=C1)CC(C(=O)O)=O (3-(furan-2-yl)-2-oxopropanoic acid). Isolated yield 57.1%. As a reaction SMILES: [O:1]1[CH:5]=[CH:4][CH:3]=[C:2]1[CH2:6][C:7](=[O:11])[C:8]([O-:10])=[O:9].[OH-].[Na+].Cl>>[O:1]1[CH:5]=[CH:4][CH:3]=[C:2]1[CH2:6][C:7](=[O:11])[C:8]([OH:10])=[O:9] |f:1.2|. Reported procedure: To a 100 mL flask, 3-(furan-2-yl)-2-oxopropanoate (940 mg) along with 23 mL cold 6N NaOH was added. The insoluble mixture was stirred in a 90° C. bath for 5 min until dissolved. Cold 1N HCl was added until solution was acidic (approx 120 mL). Solution was extracted 2×50 mL EtOAc. Combined organic layers were washed with 40 mL brine and dried with Na2SO4. Solution was evaporated to yield 540 mg brown solid. Solid was further purified by reversed-phase high-performance liquid chromatography (HPLC)... Reactants: C(C)(C)(C)OC(=O)[C@H]1N([C@H](SC1)C1=CC=CC=C1)C(CNC(NC=1C=C(OCC(=O)OCC)C=CC1)=O)=O (ethyl (2R,4R)-3-{3-[2-(4-tert-butoxycarbonyl-2-phenyl-3-thiazolidinyl)-2-oxoethyl]ureido}phenoxyacetate), [OH-].[Li+] (lithium hydroxide). The product is C(C)(C)(C)OC(=O)[C@H]1N([C@H](SC1)C1=CC=CC=C1)C(CNC(NC=1C=C(OCC(=O)O)C=CC1)=O)=O ((2R,4R)-3-{3-[2-(4-tert-butoxycarbonyl-2-phenyl-3-thiazolidinyl)-2-oxoethyl]ureido}phenoxyacetic acid). Yield: 57.1%. Reaction SMILES: [C:1]([O:5][C:6]([C@@H:8]1[CH2:12][S:11][C@H:10]([C:13]2[CH:18]=[CH:17][CH:16]=[CH:15][CH:14]=2)[N:9]1[C:19](=[O:38])[CH2:20][NH:21][C:22](=[O:37])[NH:23][C:24]1[CH:25]=[C:26]([CH:34]=[CH:35][CH:36]=1)[O:27][CH2:28][C:29]([O:31]CC)=[O:30])=[O:7])([CH3:4])([CH3:3])[CH3:2].[OH-].[Li+]>>[C:1]([O:5][C:6]([C@@H:8]1[CH2:12][S:11][C@H:10]([C:13]2[CH:14]=[CH:15][CH:16]=[CH:17][CH:18]=2)[N:9]1[C:19](=[O:38])[CH2:20][NH:21][C:22](=[O:37])[NH:23][C:24]1[CH:25]=[C:26]([CH:34]=[CH:35][CH:36]=1)[O:27][CH2:28][C:29]([OH:31])=[O:30])=[O:7])([CH3:4])([CH3:2])[CH3:3] |f:1.2|. Reported procedure: The operation is carried out in a fashion similar to that described in Example 39, but starting from 2.4 g of ethyl (2R,4R)-3-{3-[2-(4-tert-butoxycarbonyl-2-phenyl-3-thiazolidinyl)-2-oxoethyl]ureido}phenoxyacetate and 0.2 g of lithium hydroxide. The crude product is purified by chromatography on silica [eluent: ethyl acetate]. The fractions containing the expected product are combined and concentrated to dryness under reduced pressure at 40° C. After vigorous stirring in diisopropyl ether, 1.3 g... The reactants are O=C([O-])[O-], CO, Cl, [Cs+], [Cs+], O=c1cc(I)ccn1C(F)F, N#N, C1COCCO1, O, CC(c1ccc(B2OC(C)(C)C(C)(C)O2)cc1)N1CCC(CC(C)(C)O)(c2ccccc2)OC1=O. Yields the product CC(c1ccc(-c2ccn(C(F)F)c(=O)c2)cc1)N1CCC(CC(C)(C)O)(c2ccccc2)OC1=O. As a reaction SMILES: [C:47](=[O:48])([O-:49])[O-:50].[CH3:56][OH:57].[ClH:55].[Cs+:51].[Cs+:52].[F:36][CH:37]([n:38]1[c:39](=[O:45])[cH:40][c:41]([I:44])[cH:42][cH:43]1)[F:46].[N:53]#[N:54].[O:58]1[CH2:59][CH2:60][O:61][CH2:62][CH2:63]1.[OH2:64].[OH:1][C:2]([CH2:3][C:4]1([c:28]2[cH:29][cH:30][cH:31][cH:32][cH:33]2)[CH2:5][CH2:6][N:7]([CH:11]([CH3:12])[c:13]2[cH:14][cH:15][c:16]([B:19]3[O:20][C:21]([CH3:22])([CH3:23])[C:24]([CH3:25])([CH3:26])[O:27]3)[cH:17][cH:18]2)[C:8](=[O:10])[O:9]1)([CH3:34])[CH3:35]>>[OH:1][C:2]([CH2:3][C:4]1([c:28]2[cH:29][cH:30][cH:31][cH:32][cH:33]2)[CH2:5][CH2:6][N:7]([CH:11]([CH3:12])[c:13]2[cH:14][cH:15][c:16](-[c:41]3[cH:40][c:39](=[O:45])[n:38]([CH:37]([F:36])[F:46])[cH:43][cH:42]3)[cH:17][cH:18]2)[C:8](=[O:10])[O:9]1)([CH3:34])[CH3:35].